From a dataset of the Open Reaction Database (ORD), a public repository of structured organic reaction records. describe an organic reaction: reactants, conditions, products, and yield The reactants are O=C([O-])[O-], Clc1ccnc(Cl)n1, [K+], [K+], CN(C)C=O, O, CNC(=O)c1c(C)oc2cc(O)ccc12. Product: CNC(=O)c1c(C)oc2cc(Oc3ccnc(Cl)n3)ccc12. RXN SMILES: [C:1](=[O:2])([O-:3])[O-:4].[Cl:22][c:23]1[n:24][cH:25][cH:26][c:27]([Cl:29])[n:28]1.[K+:5].[K+:6].[O:31]=[CH:32][N:33]([CH3:34])[CH3:35].[OH2:30].[OH:7][c:8]1[cH:9][c:10]2[c:11]([c:12]([C:16](=[O:17])[NH:18][CH3:19])[c:13]([CH3:15])[o:14]2)[cH:20][cH:21]1>>[O:7]([c:8]1[cH:9][c:10]2[c:11]([c:12]([C:16](=[O:17])[NH:18][CH3:19])[c:13]([CH3:15])[o:14]2)[cH:20][cH:21]1)[c:27]1[cH:26][cH:25][n:24][c:23]([Cl:22])[n:28]1. Starting materials: C(#N)[Cu] (CuCN), BrC=1C=C(C=CC1CC=1N(C(=CC1)C(C1=CC=C(C=C1)C)=O)C)NS(=O)(=O)C (N-{3-Bromo-4-[5-(4-methylbenzoyl)-1-methyl-1H-pyrrol-2-ylmethyl]phenyl}methanesulfonamide), [C-]#N.[Na+] (NaCN). Solvent: CN(C)C=O (DMF). The product is C(#N)C=1C=C(C=CC1CC=1N(C(=CC1)C(C1=CC=C(C=C1)C)=O)C)NS(=O)(=O)C (N-{3-cyano-4-[5-(4-methylbenzoyl)-1-methyl-1H-pyrrol-2-yl-methyl]phenyl}methanesulfonamide). Isolated yield 67.6%. RXN SMILES: Br[C:2]1[CH:3]=[C:4]([NH:24][S:25]([CH3:28])(=[O:27])=[O:26])[CH:5]=[CH:6][C:7]=1[CH2:8][C:9]1[N:10]([CH3:23])[C:11]([C:14](=[O:22])[C:15]2[CH:20]=[CH:19][C:18]([CH3:21])=[CH:17][CH:16]=2)=[CH:12][CH:13]=1.[C:29]([Cu])#[N:30].[C-]#N.[Na+]>CN(C=O)C>[C:29]([C:2]1[CH:3]=[C:4]([NH:24][S:25]([CH3:28])(=[O:27])=[O:26])[CH:5]=[CH:6][C:7]=1[CH2:8][C:9]1[N:10]([CH3:23])[C:11]([C:14](=[O:22])[C:15]2[CH:20]=[CH:19][C:18]([CH3:21])=[CH:17][CH:16]=2)=[CH:12][CH:13]=1)#[N:30] |f:2.3|. Reported procedure: N-{3-Bromo-4-[5-(4-methylbenzoyl)-1-methyl-1H-pyrrol-2-ylmethyl]phenyl}methanesulfonamide (320 mg, 0.69 mmol) was dissolved in DMF. CuCN (120 mg, 1.38 mmol) was added and the suspension was refluxed for 4 h. The mixture was cooled to room temperature, and NaCN (2.0 g in 10 ml of water) was added. After 0.5 h the mixture was extracted with ethyl acetate and the extracts were washed with water, and brine, and dried over sodium sulfate. The solvent was removed in vacuo and the residue was purified ...